This data is from the Open Reaction Database (ORD), a public repository of structured organic reaction records. The task is: describe an organic reaction: reactants, conditions, products, and yield Reactants: CCN, CC#N, CCOC(=O)c1cnc(SC)nc1Cl. Product: CCNc1nc(SC)ncc1C(=O)OCC. Reaction SMILES: [CH3:15][CH2:16][NH2:17].[CH3:18][C:19]#[N:20].[Cl:1][c:2]1[n:3][c:4]([S:13][CH3:14])[n:5][cH:6][c:7]1[C:8](=[O:9])[O:10][CH2:11][CH3:12]>>[c:2]1([NH:17][CH2:16][CH3:15])[n:3][c:4]([S:13][CH3:14])[n:5][cH:6][c:7]1[C:8](=[O:9])[O:10][CH2:11][CH3:12]. The reactants are CO, C1CC2OC2C1, [Cl-], [N-]=[N+]=[N-], [NH4+], [Na+], O. Yields the product [N-]=[N+]=NC1CCCC1O. RXN SMILES: [CH3:13][OH:14].[CH:1]12[CH:2]([CH2:3][CH2:4][CH2:5]1)[O:6]2.[Cl-:11].[N-:7]=[N+:8]=[N-:9].[NH4+:12].[Na+:10].[OH2:15]>>[CH:1]1([N:7]=[N+:8]=[N-:9])[CH:2]([OH:6])[CH2:3][CH2:4][CH2:5]1. The reactants are [Si](C)(C)(C(C)(C)C)OCC#CC1(CCN(CC1)C(=O)OC(C)(C)C)OC(=O)OC (tert-butyl 4-(3-((tert-butyldimethylsilyl)oxy)prop-1-yn-1-yl)-4-((methoxycarbonyl)oxy)piperidine-1-carboxylate), CCCC[N+](CCCC)(CCCC)CCCC.[F-] (TBAF). The solvent is C1CCOC1 (THF). Conditions: temperature 0 celsius, time 1 hour. The product is OCC#CC1(CCN(CC1)C(=O)OC(C)(C)C)OC(=O)OC (tert-butyl 4-(3-hydroxyprop-1-yn-1-yl)-4-((methoxycarbonyl)oxy)piperidine-1-carboxylate). Yield: 90.7%. RXN SMILES: [Si]([O:8][CH2:9][C:10]#[C:11][C:12]1([O:25][C:26]([O:28][CH3:29])=[O:27])[CH2:17][CH2:16][N:15]([C:18]([O:20][C:21]([CH3:24])([CH3:23])[CH3:22])=[O:19])[CH2:14][CH2:13]1)(C(C)(C)C)(C)C.CCCC[N+](CCCC)(CCCC)CCCC.[F-]>C1COCC1>[OH:8][CH2:9][C:10]#[C:11][C:12]1([O:25][C:26]([O:28][CH3:29])=[O:27])[CH2:13][CH2:14][N:15]([C:18]([O:20][C:21]([CH3:24])([CH3:22])[CH3:23])=[O:19])[CH2:16][CH2:17]1 |f:1.2|. Procedure details: To a solution of tert-butyl 4-(3-((tert-butyldimethylsilyl)oxy)prop-1-yn-1-yl)-4-((methoxycarbonyl)oxy)piperidine-1-carboxylate (450 mg, 1.02 mmol) in 30 mL of anhydrous THF was added TBAF (800.5 mg, 3.06 mmol) at 0° C. under N2. After stirring for 1 h at 0° C., the reaction mixture was quenched by sat. NH4Cl aq., and the resulting mixture was extracted with EtOAc (50 mL, 30 mL). The combined organic phase was washed with brine, dried over anhy. Na2SO4 and concentrated in vacuo. Column chromatog... Starting materials: Example 1 ( g ), C(=O)(C(F)(F)F)O (TFA), C(#C)C=1C=C2C(=C(C(N(C2=NC1)C)=O)C(=O)NCC(=O)OC(C)(C)C)O (tert-butyl 2-(6-ethynyl-4-hydroxy-1-methyl-2-oxo-1,2-dihydro-1,8-naphthyridine-3-carboxamido)acetate), Example 79 ( b ). Yields the product C(#C)C=1C=C2C(=C(C(N(C2=NC1)C)=O)C(=O)NCC(=O)O)O (2-(6-Ethynyl-4-hydroxy-1-methyl-2-oxo-1,2-dihydro-1,8-naphthyridine-3-carboxamido)acetic acid). As a reaction SMILES: [C:1]([C:3]1[CH:4]=[C:5]2[C:10](=[N:11][CH:12]=1)[N:9]([CH3:13])[C:8](=[O:14])[C:7]([C:15]([NH:17][CH2:18][C:19]([O:21]C(C)(C)C)=[O:20])=[O:16])=[C:6]2[OH:26])#[CH:2].C(O)(C(F)(F)F)=O>>[C:1]([C:3]1[CH:4]=[C:5]2[C:10](=[N:11][CH:12]=1)[N:9]([CH3:13])[C:8](=[O:14])[C:7]([C:15]([NH:17][CH2:18][C:19]([OH:21])=[O:20])=[O:16])=[C:6]2[OH:26])#[CH:2]. Reported procedure: The title compound was prepared similarly to the procedure described for Example 1 (g) by treatment of tert-butyl 2-(6-ethynyl-4-hydroxy-1-methyl-2-oxo-1,2-dihydro-1,8-naphthyridine-3-carboxamido)acetate (Example 79 (b)) with TFA. MS (ESI, pos. ion) m/z: 302 (M+1). 1H NMR (300 MHz, DMSO-d6) δ ppm: 10.39 (t, J=5.3 Hz, 1 H), 8.91 (d, J=2.2 Hz, 1 H), 8.44 (d, J=2.3 Hz, 1 H), 4.51 (s, 1 H), 4.15 (d, J=5.7 Hz, 2 H), 3.68 (s, 3 H). Reaction conditions: time 1 hour. Starting materials: C(=C)S(=O)(=O)C (methyl vinyl sulfone), [H-].[Na+] (Sodium hydride), C(C)OCC=1N(C2=C(C=NC=3C=CC=CC23)N1)CC1(CCCC1)O (1-{[2-(ethoxymethyl)-1H-imidazo[4,5-c]quinolin-1-yl]methyl}cyclopentanol), C(=C)S(=O)(=O)C (methyl vinyl sulfone), O (Water). Run in O1CCCC1 (tetrahydrofuran). As a reaction SMILES: [H-].[Na+].[CH2:3]([O:5][CH2:6][C:7]1[N:8]([CH2:20][C:21]2([OH:26])[CH2:25][CH2:24][CH2:23][CH2:22]2)[C:9]2[C:18]3[CH:17]=[CH:16][CH:15]=[CH:14][C:13]=3[N:12]=[CH:11][C:10]=2[N:19]=1)[CH3:4].[CH:27]([S:29]([CH3:32])(=[O:31])=[O:30])=[CH2:28].O>O1CCCC1>[CH2:3]([O:5][CH2:6][C:7]1[N:8]([CH2:20][C:21]2([O:26][CH2:28][CH2:27][S:29]([CH3:32])(=[O:31])=[O:30])[CH2:25][CH2:24][CH2:23][CH2:22]2)[C:9]2[C:18]3[CH:17]=[CH:16][CH:15]=[CH:14][C:13]=3[N:12]=[CH:11][C:10]=2[N:19]=1)[CH3:4] |f:0.1|. Isolated yield 61.8%. Product: C(C)OCC=1N(C2=C(C=NC=3C=CC=CC23)N1)CC1(CCCC1)OCCS(=O)(=O)C (2-(ethoxymethyl)-1-({1-[2-(methylsulfonyl)ethoxy]cyclopentyl}methyl)-1H-imidazo[4,5-c]quinoline). Procedure details: Sodium hydride (60% dispersion in oil, 36 mg, 0.8 mmol) was added to a stirred solution of 1-{[2-(ethoxymethyl)-1H-imidazo[4,5-c]quinolin-1-yl]methyl}cyclopentanol (1.45 g, 4.50 mmol) and methyl vinyl sulfone (0.95 g, 8.9 mmol) in tetrahydrofuran (18 mL). The reaction mixture was stirred at room temperature for 1 hour and additional methyl vinyl sulfone (0.47 g) was added. Water (50 mL) was added and the mixture was extracted with ethyl acetate (3×50 mL). The organic layers were combined, washed... Reactants: [Si](C)(C)(C(C)(C)C)O[C@@H]1C=C2C=C[C@@H]([C@@H]([C@H]2[C@H](C1)OC(C(C)OC1=C(C=CC=C1)C)=O)CC[C@@H]1C[C@H](CC(O1)=O)O[Si](C)(C)C(C)(C)C)C ((4R,6R)-6-([1S,2S,6S,8S,8aR]-2-{1,2,6,7,8,8a-Hexahydro-6-t-butyldimethylsilyloxy-8-[(2RS)-2-(2-methylphenoxy)propionyloxy]-2-methyl-1-naphthyl}ethyl)tetrahydro-4-t-butyldimethylsilyloxy-2H -pyran -2-one), solution, [F-].C(CCC)[N+](CCCC)(CCCC)CCCC (tetrabutylammonium fluoride). Run in O1CCCC1 (tetrahydrofuran). The product is O[C@@H]1C=C2C=C[C@@H]([C@@H]([C@H]2[C@H](C1)OC(C(C)OC1=C(C=CC=C1)C)=O)CC[C@@H]1C[C@H](CC(O1)=O)O)C ((4R,6R)-6-([1S,2S,6S,8S,8aR]-2-{1,2,6,7,8,8a-Hexahydro-6-hydroxy-8-[(2RS)-2-(2-methylphenoxy)propionyloxy]-2-methyl-1-naphthyl}ethyl)tetrahydro-4-hydroxy-2H-pyran-2-one). Yield: 62.0%. As a reaction SMILES: [Si]([O:8][C@H:9]1[CH2:18][C@H:17]([O:19][C:20](=[O:31])[CH:21]([O:23][C:24]2[CH:29]=[CH:28][CH:27]=[CH:26][C:25]=2[CH3:30])[CH3:22])[C@H:16]2[C:11]([CH:12]=[CH:13][C@H:14]([CH3:49])[C@@H:15]2[CH2:32][CH2:33][C@H:34]2[O:39][C:38](=[O:40])[CH2:37][C@H:36]([O:41][Si](C(C)(C)C)(C)C)[CH2:35]2)=[CH:10]1)(C(C)(C)C)(C)C.[F-].C([N+](CCCC)(CCCC)CCCC)CCC>O1CCCC1>[OH:8][C@H:9]1[CH2:18][C@H:17]([O:19][C:20](=[O:31])[CH:21]([O:23][C:24]2[CH:29]=[CH:28][CH:27]=[CH:26][C:25]=2[CH3:30])[CH3:22])[C@H:16]2[C:11]([CH:12]=[CH:13][C@H:14]([CH3:49])[C@@H:15]2[CH2:32][CH2:33][C@H:34]2[O:39][C:38](=[O:40])[CH2:37][C@H:36]([OH:41])[CH2:35]2)=[CH:10]1 |f:1.2|. Procedure: A procedure similar to that described in Example 2, above, was followed, but using 1.03 g of (4R,6R)-6-([1S,2S,6S,8S,8aR]-2-{1,2,6,7,8,8a-hexahydro-6-t-butyldimethylsilyloxy-8-[(2RS)-2-(2-methylphenoxy)propionyloxy]-2-methyl-1-naphthyl}ethyl)tetrahydro-4-t-butyldimethylsilyloxy-2H-pyran-2-one [prepared as described in Example 121, above] and 30.9 ml of a 1.0 molar solution of tetrabutylammonium fluoride in tetrahydrofuran, to give 434 mg of the title compound as white crystals, melting at betwee...